The task is: describe an organic reaction: reactants, conditions, products, and yield. This data is from the Open Reaction Database (ORD), a public repository of structured organic reaction records. Starting materials: COC(=O)C=1C=C2C=3C=CC=CC3N3C2=C(C1)C(C=C3)=O (2-methoxycarbonyl-4H-pyrido[3,2,1-jk]carbazole-4-one), [H-].C(C(C)C)[Al+]CC(C)C (diisobutylaluminium hydride), CO (methanol), O (water). Run in C(Cl)Cl (methylene chloride). Reaction conditions: time 1 hour. Yields the product OCC=1C=C2C=3C=CC=CC3N3C2=C(C1)C(C=C3)=O (2-hydroxymethyl-4H-pyrido[3,2,1-jk]carbazole-4-one). Yield: 26.0%. RXN SMILES: C[O:2][C:3]([C:5]1[CH:6]=[C:7]2[C:15]3=[C:16]([C:18](=[O:21])[CH:19]=[CH:20][N:14]3[C:13]3[CH:12]=[CH:11][CH:10]=[CH:9][C:8]2=3)[CH:17]=1)=O.[H-].C([Al+]CC(C)C)C(C)C.CO.O>C(Cl)Cl>[OH:2][CH2:3][C:5]1[CH:6]=[C:7]2[C:15]3=[C:16]([C:18](=[O:21])[CH:19]=[CH:20][N:14]3[C:13]3[CH:12]=[CH:11][CH:10]=[CH:9][C:8]2=3)[CH:17]=1 |f:1.2|. Procedure: 2-methoxycarbonyl-4H-pyrido[3,2,1-jk]carbazole-4-one (300 mg) produced in Example 176 was suspended in anhydrous methylene chloride (100 ml), and diisobutylaluminium hydride (1M solution in methylene chloride, 4.3 ml) was added dropwise to the suspension in an acetone-dry ice bath. The mixture was stirred at room temperature for 1 hour, and methanol and water was added to the reaction mixture. The floating materials formed were separated by filtration, and the filtrate was distilled under reduce... Reactants: solution, C[Si](C)(C)[N-][Si](C)(C)C.[Li+] (lithium bis(trimethylsilyl)-amide), ClC=1C=C(C=CC1)[C@@H]1[C@H](N(C(CC1)=O)[C@H](C(=O)OC(C)(C)C)CC)C1=CC=C(C=C1)Cl (tert-butyl (2S)-2-((2S,3R)-3-(3-chlorophenyl)-2-(4-chlorophenyl)-6-oxo-1-piperidinyl)butanoate), C(C=C)Br (allyl bromide). Solvent: C1CCOC1 (THF), C1CCOC1 (THF). Reaction conditions: temperature -78 celsius, time 3 hour. Yields the product C(C=C)[C@H]1C(N([C@@H]([C@H](C1)C1=CC(=CC=C1)Cl)C1=CC=C(C=C1)Cl)[C@H](C(=O)OC(C)(C)C)CC)=O (tert-butyl (2S)-2-((3R,5R,6S)-3-allyl-5-(3-chlorophenyl)-6-(4-chlorophenyl)-2-oxopiperidin-1-yl)butanoate). Reaction SMILES: [Cl:1][C:2]1[CH:3]=[C:4]([C@H:8]2[CH2:13][CH2:12][C:11](=[O:14])[N:10]([C@@H:15]([CH2:23][CH3:24])[C:16]([O:18][C:19]([CH3:22])([CH3:21])[CH3:20])=[O:17])[C@@H:9]2[C:25]2[CH:30]=[CH:29][C:28]([Cl:31])=[CH:27][CH:26]=2)[CH:5]=[CH:6][CH:7]=1.[CH2:32](Br)[CH:33]=[CH2:34].C[Si]([N-][Si](C)(C)C)(C)C.[Li+]>C1COCC1>[CH2:34]([C@@H:12]1[CH2:13][C@H:8]([C:4]2[CH:5]=[CH:6][CH:7]=[C:2]([Cl:1])[CH:3]=2)[C@@H:9]([C:25]2[CH:26]=[CH:27][C:28]([Cl:31])=[CH:29][CH:30]=2)[N:10]([C@@H:15]([CH2:23][CH3:24])[C:16]([O:18][C:19]([CH3:22])([CH3:21])[CH3:20])=[O:17])[C:11]1=[O:14])[CH:33]=[CH2:32] |f:2.3|. Reported procedure: To a solution of 1.45 g (3.14 mmol) of tert-butyl (2S)-2-((2S,3R)-3-(3-chlorophenyl)-2-(4-chlorophenyl)-6-oxo-1-piperidinyl)butanoate (Example 1, Step F) and allyl bromide (0.326 mL, 3.76 mmol) in 12.5 mL of THF was added dropwise at −78° C. 3.3 mL of a 1 M solution of lithium bis(trimethylsilyl)-amide in THF (3.3 mmol). After being stirred at −78° C. for 3 h, the reaction was quenched with sat. aqueous NH4Cl solution, extracted with ethyl acetate. The combined organic layers were washed with sa... Starting materials: C(C)(=O)OC(CNC(=O)C1=C(C(=C(C(=C1I)N)I)C(=O)NCC(COC(C)=O)OC(C)=O)I)COC(C)=O (N,N'-bis-[2,3-diacetyloxypropyl]-5-amino-2,4,6-triiodo-1,3-benzenedicar boxamide), BrC(C(=O)Br)CCBr (2,4-dibromobutyroyl bromide), C([O-])([O-])=O.[K+].[K+] (potassium carbonate), C([O-])([O-])=O.[K+].[K+] (potassium carbonate). The solvent is CN(C(C)=O)C (N,N-dimethylacetamide). Conditions: time 50 hour. Product: C(C)(=O)OC(CNC(=O)C1=C(C(=C(C(=C1I)N1C(C(CC1)Br)=O)I)C(=O)NCC(COC(C)=O)OC(C)=O)I)COC(C)=O (N,N'-Bis-[2,3-diacetyloxypropyl]-5-[3-bromo-2-oxo-1-pyrrolidinyl]2,4,6-triiodo-1,3-benzenedicarboxamide). RXN SMILES: [C:1]([O:4][CH:5]([CH2:34][O:35][C:36](=[O:38])[CH3:37])[CH2:6][NH:7][C:8]([C:10]1[C:15]([I:16])=[C:14]([NH2:17])[C:13]([I:18])=[C:12]([C:19]([NH:21][CH2:22][CH:23]([O:29][C:30](=[O:32])[CH3:31])[CH2:24][O:25][C:26](=[O:28])[CH3:27])=[O:20])[C:11]=1[I:33])=[O:9])(=[O:3])[CH3:2].[Br:39][CH:40]([CH2:44][CH2:45]Br)[C:41](Br)=[O:42].C(=O)([O-])[O-].[K+].[K+]>CN(C)C(=O)C>[C:1]([O:4][CH:5]([CH2:34][O:35][C:36](=[O:38])[CH3:37])[CH2:6][NH:7][C:8]([C:10]1[C:15]([I:16])=[C:14]([N:17]2[CH2:45][CH2:44][CH:40]([Br:39])[C:41]2=[O:42])[C:13]([I:18])=[C:12]([C:19]([NH:21][CH2:22][CH:23]([O:29][C:30](=[O:32])[CH3:31])[CH2:24][O:25][C:26](=[O:28])[CH3:27])=[O:20])[C:11]=1[I:33])=[O:9])(=[O:3])[CH3:2] |f:2.3.4|. Procedure: A solution of N,N'-bis-[2,3-diacetyloxypropyl]-5-amino-2,4,6-triiodo-1,3-benzenedicar boxamide (8.73 g, 10 mmol) in N,N-dimethylacetamide (100 ml) was treated with 2,4-dibromobutyroyl bromide (4.02 g, 13.0 mmol) under an atmosphere of nitrogen and the reaction mixture was stirred for 50 hours at ambient temperature. The mixture was then treated with ground potassium carbonate (1.65 g, 12.0 mmol) and stirred for 30 minutes at ambient temperature. An additional portion (1.65 g, 12.0 mmol) of finel... The reactants are ClC1=CC=C(C=C1)C1(CC1)C1=NCCC2=CC=C(C=C12)OC (1-[1-(4-chlorophenyl)cyclopropyl]-7-methoxy-3,4-dihydroisoquinoline), C([O-])(O)=O.[Na+] (sodiumbi-carbonate), B(Br)(Br)Br (BBr3), CO (Methanol). Solvent: O (water). Reaction conditions: time 8 hour. Product: ClC1=CC=C(C=C1)C1(CC1)C1=NCCC2=CC=C(C=C12)O (1-[1-(4-Chlorophenyl)cyclopropyl]-3,4-dihydroisoquinolin-7-ol). RXN SMILES: [Cl:1][C:2]1[CH:7]=[CH:6][C:5]([C:8]2([C:11]3[C:20]4[C:15](=[CH:16][CH:17]=[C:18]([O:21]C)[CH:19]=4)[CH2:14][CH2:13][N:12]=3)[CH2:10][CH2:9]2)=[CH:4][CH:3]=1.B(Br)(Br)Br.CO.C(=O)(O)[O-].[Na+]>O>[Cl:1][C:2]1[CH:3]=[CH:4][C:5]([C:8]2([C:11]3[C:20]4[C:15](=[CH:16][CH:17]=[C:18]([OH:21])[CH:19]=4)[CH2:14][CH2:13][N:12]=3)[CH2:10][CH2:9]2)=[CH:6][CH:7]=1 |f:3.4|. Procedure: A solution of 1-[1-(4-chlorophenyl)cyclopropyl]-7-methoxy-3,4-dihydroisoquinoline (700 mg, 2.2 mmol) in methylenehloride (10 ml) under nitrogen was cooled to −78° C. Borontribromide (BBr3, 4.2 ml 1M in methyleneloride, 4.2 mmol) was added dropwise. The reaction was allowed to warm up to room temperature and stirred overnight. Methanol was added (5 ml) and the resulting mixture poured into water neutralized with 1M sodiumbi-carbonate and extracted consecutively with methylenehloride and water. Th...